This data is from the Open Reaction Database (ORD), a public repository of structured organic reaction records. The task is: describe an organic reaction: reactants, conditions, products, and yield The reactants are CS (methanethiol), C(C1=CC=CC=C1)N1CC=CC1 (1-benzyl-3-pyrroline), S(O)(O)(=O)=O (sulfuric acid), O (water), (NH4)2S2O8. Run in CC(=O)C (acetone). The product is C(C1=CC=CC=C1)N1CC(C(C1)SC)O (1-benzyl-4-methylthio-3-pyrrolidinol). The yield is 64.0%. Reaction SMILES: [CH2:1]([N:8]1[CH2:12][CH:11]=[CH:10][CH2:9]1)[C:2]1[CH:7]=[CH:6][CH:5]=[CH:4][CH:3]=1.S(=O)(=O)(O)O.[OH2:18].[CH3:19][SH:20]>CC(C)=O>[CH2:1]([N:8]1[CH2:12][CH:11]([S:20][CH3:19])[CH:10]([OH:18])[CH2:9]1)[C:2]1[CH:7]=[CH:6][CH:5]=[CH:4][CH:3]=1. Procedure: To a solution of 15.9 g (0.1 mol) of 1-benzyl-3-pyrroline, 12.0 g (0.12 mol) of 98% sulfuric acid, 15.0 g of water, and 60.0 g of acetone in a quartz round flask reactor, 45.6 g (0.20 mol) of (NH4)2S2O8 (ammonium peroxydisulfate produced by Mitsubishi Gas Chemical Industry Co., Ltd.) was added with stirring and allowed to react for 5 days at room temperature with irradiation by 500 W Xe lamps (UXL-500D xenon lamp produced by Ushio). 14.4 g (0.3 mol) of methanethiol (produced by produced by Aldri... Starting materials: COC1=C(CC(C(=O)O)C(=O)O)C=CC=C1C(C1=CC=C(C=C1)Cl)=O (2-methoxy-3-(p-chlorobenzoyl)-benzylmalonic acid), C(=O)=O (carbon dioxide). The solvent is CCOCC (ether). Yields the product ClC1=CC=C(C(=O)C=2C(=C(C=CC2)CCC(=O)O)OC)C=C1 (3-(3'-p-chlorobenzoyl-2'-methoxy-phenyl)-propionic acid). Isolated yield 67.2%. As a reaction SMILES: [CH3:1][O:2][C:3]1[C:16]([C:17](=[O:25])[C:18]2[CH:23]=[CH:22][C:21]([Cl:24])=[CH:20][CH:19]=2)=[CH:15][CH:14]=[CH:13][C:4]=1[CH2:5][CH:6](C(O)=O)[C:7]([OH:9])=[O:8].C(=O)=O>CCOCC>[Cl:24][C:21]1[CH:22]=[CH:23][C:18]([C:17]([C:16]2[C:3]([O:2][CH3:1])=[C:4]([CH2:5][CH2:6][C:7]([OH:9])=[O:8])[CH:13]=[CH:14][CH:15]=2)=[O:25])=[CH:19][CH:20]=1. Reported procedure: 96.2 g of 2-methoxy-3-(p-chlorobenzoyl)-benzylmalonic acid were heated at 170°-195°C under an argon atmosphere and after the evolution of carbon dioxide gas, the mixture was cooled and added to 1 liter of ether. The acid mixture was extracted several times with 600 ml of a solution of 10% potassium carbonate and 150 ml of water. The combined aqueous phases were acidified with concentrated hydrochloric acid and the acid precipitate formed was extracted with ether. The combined ether phases were w... Reactants: O=C=O, C1CCOC1, [Li]CCCC, CC#N, CC#N, COC(=O)C1CC(OC)(OC)C1. Product: COC1(OC)CC(C(=O)CC#N)C1. Reaction SMILES: [C:24](=[O:25])=[O:26].[CH2:27]1[O:28][CH2:29][CH2:30][CH2:31]1.[CH3:1][CH2:2][CH2:3][CH2:4][Li:5].[CH3:21][C:22]#[N:23].[CH3:6][C:7]#[N:8].[CH3:9][O:10][C:11](=[O:12])[CH:13]1[CH2:14][C:15]([O:17][CH3:18])([O:19][CH3:20])[CH2:16]1>>[CH2:6]([C:7]#[N:8])[C:11](=[O:10])[CH:13]1[CH2:14][C:15]([O:17][CH3:18])([O:19][CH3:20])[CH2:16]1. Reaction SMILES: [CH3:31][CH2:32][OH:33].[ClH:30].[NH2:1][c:2]1[n:3][c:4]2[cH:5][cH:6][cH:7][cH:8][c:9]2[c:10]2[c:11]1[n:12][c:13]1[n:14]2[CH:15]([CH2:19][CH2:20][CH2:21][NH:22][C:23](=[O:24])[O:25][C:26]([CH3:27])([CH3:28])[CH3:29])[CH2:16][O:17][CH2:18]1>>[NH2:1][c:2]1[n:3][c:4]2[cH:5][cH:6][cH:7][cH:8][c:9]2[c:10]2[c:11]1[n:12][c:13]1[n:14]2[CH:15]([CH2:19][CH2:20][CH2:21][NH2:22])[CH2:16][O:17][CH2:18]1. Product: NCCCC1COCc2nc3c(N)nc4ccccc4c3n21. Starting materials: CCO, Cl, CC(C)(C)OC(=O)NCCCC1COCc2nc3c(N)nc4ccccc4c3n21. The reactants are FC1=CC(=C(C=O)C=C1)[N+](=O)[O-] (4-Fluoro-2-nitrobenzaldehyde), OC(C)N1CCNCC1 (1-hydroxyethylpiperazin), CS(=O)C (DMSO). Solvent: O (water). Reaction conditions: temperature 100 celsius, time 1.5 hour. Yields the product OCCN1CCN(CC1)C1=CC(=C(C=O)C=C1)[N+](=O)[O-] (4-[4-(2-hydroxyethyl)piperazin-1-yl]-2-nitrobenzaldehyde). Yield: 100.0%. RXN SMILES: F[C:2]1[CH:9]=[CH:8][C:5]([CH:6]=[O:7])=[C:4]([N+:10]([O-:12])=[O:11])[CH:3]=1.O[CH:14]([N:16]1[CH2:21][CH2:20][NH:19][CH2:18][CH2:17]1)[CH3:15].CS(C)=[O:24]>O>[OH:24][CH2:15][CH2:14][N:16]1[CH2:21][CH2:20][N:19]([C:2]2[CH:9]=[CH:8][C:5]([CH:6]=[O:7])=[C:4]([N+:10]([O-:12])=[O:11])[CH:3]=2)[CH2:18][CH2:17]1. Procedure details: 4-Fluoro-2-nitrobenzaldehyde (0.20 g, 1.2 mmol), 1-hydroxyethylpiperazin (0.80 mL, 6.5 mmol) and DMSO (3.5 mL) were added and stirred at 100° C. for 1.5 hours. The reaction mixture was added with water and was washed with hexane/ethyl acetate=4/1 to remove impurities. After removing impurities, the reaction mixture was extracted with ethyl acetate, and the organic layer was washed with water and saturated brine and dried over anhydrous magnesium sulfate. Then, the solvent was evaporated under re... Reactants: COC([C@@H](NC1=CC(=C(C=C1)Cl)Cl)C)=O (N-(3,4-dichlorophenyl)alanine methyl ester), C1(CCCCC1)CO (cyclohexylmethanol). The product is C1(CCCCC1)COC([C@@H](NC1=CC(=C(C=C1)Cl)Cl)C)=O (N-(3,4-dichlorophenyl)alanine cyclohexylmethyl ester). Reaction SMILES: [CH3:1][O:2][C:3](=[O:15])[C@H:4]([CH3:14])[NH:5][C:6]1[CH:11]=[CH:10][C:9]([Cl:12])=[C:8]([Cl:13])[CH:7]=1.[CH:16]1(CO)[CH2:21][CH2:20][CH2:19][CH2:18][CH2:17]1>>[CH:16]1([CH2:1][O:2][C:3](=[O:15])[C@H:4]([CH3:14])[NH:5][C:6]2[CH:11]=[CH:10][C:9]([Cl:12])=[C:8]([Cl:13])[CH:7]=2)[CH2:21][CH2:20][CH2:19][CH2:18][CH2:17]1. Procedure details: Following transesterification General Procedure AB above and using N-(3,4-dichlorophenyl)alanine methyl ester (from Example A9 above) and cyclohexylmethanol (Aldrich), the title compound was prepared. Starting materials: ClC1=NC=CC=C1S(=O)(=O)OC1=CC=C(C=C1)[N+](=O)[O-] (4-nitrophenyl 2-chloropyridine-3-sulphonate), C(C(C)C)C1=CC=C(C=C1)B(O)O (4-isobutylphenylboronic acid), [F-].[K+] (potassium fluoride), C1(=CC=CC=C1)C (toluene). The reagents and catalysts are C=1C=CC(=CC1)[P](C=2C=CC=CC2)(C=3C=CC=CC3)[Pd]([P](C=4C=CC=CC4)(C=5C=CC=CC5)C=6C=CC=CC6)([P](C=7C=CC=CC7)(C=8C=CC=CC8)C=9C=CC=CC9)[P](C=1C=CC=CC1)(C=1C=CC=CC1)C=1C=CC=CC1 (Tetrakis(triphenylphosphine)palladium(0)). Run in O (water), O (Water). Yields the product C(C(C)C)C1=CC=C(C=C1)C1=NC=CC=C1S(=O)(=O)OC1=CC=C(C=C1)[N+](=O)[O-] (4-nitrophenyl 2-(4-isobutylphenyl)pyridine-3-sulphonate). The yield is 55.3%. RXN SMILES: Cl[C:2]1[C:7]([S:8]([O:11][C:12]2[CH:17]=[CH:16][C:15]([N+:18]([O-:20])=[O:19])=[CH:14][CH:13]=2)(=[O:10])=[O:9])=[CH:6][CH:5]=[CH:4][N:3]=1.[CH2:21]([C:25]1[CH:30]=[CH:29][C:28](B(O)O)=[CH:27][CH:26]=1)[CH:22]([CH3:24])[CH3:23].[F-].[K+].C1(C)C=CC=CC=1>C1C=CC([P]([Pd]([P](C2C=CC=CC=2)(C2C=CC=CC=2)C2C=CC=CC=2)([P](C2C=CC=CC=2)(C2C=CC=CC=2)C2C=CC=CC=2)[P](C2C=CC=CC=2)(C2C=CC=CC=2)C2C=CC=CC=2)(C2C=CC=CC=2)C2C=CC=CC=2)=CC=1.O>[CH2:21]([C:25]1[CH:30]=[CH:29][C:28]([C:2]2[C:7]([S:8]([O:11][C:12]3[CH:17]=[CH:16][C:15]([N+:18]([O-:20])=[O:19])=[CH:14][CH:13]=3)(=[O:10])=[O:9])=[CH:6][CH:5]=[CH:4][N:3]=2)=[CH:27][CH:26]=1)[CH:22]([CH3:24])[CH3:23] |f:2.3,^1:46,48,67,86|. Procedure details: Tetrakis(triphenylphosphine)palladium(0) (0.076 g) was added to a deoxygenated mixture of 4-nitrophenyl 2-chloropyridine-3-sulphonate (0.69 g), 4-isobutylphenylboronic acid (0.47 g), potassium fluoride (0.38 g), toluene (15 ml) and water (2.5 ml) and the mixture was stirred and heated under reflux for 24 hours. Water (50 ml) was added and the mixture was extracted with ethyl acetate (2×80 ml). The organic extracts were washed with saturated sodium chloride solution and then combined and dried (M... Reactants: O[C@H](C)[C@@H]1[C@@H]2N(C(=C([C@@H]2C)C2=CN3C(S2)=C(N=C3C)CO)C(=O)OCC3=CC=C(C=C3)[N+](=O)[O-])C1=O (4-Nitrobenzyl(1S,5R,6S)-6-((1R)-1-hydroxyethyl)-2-(7-hydroxymethyl-5-methylimidazo-[5,1-b]thiazol-2-yl)-1-methyl-1-carbapen-2-em-3-carboxylate). Reagents/catalysts: [O-2].[O-2].[Mn+4] (Manganese dioxide). Run in ClCCl (dichloromethane). Conditions: time 14 hour. The product is C(=O)C=1N=C(N2C1SC(=C2)C=2[C@@H]([C@H]1N(C2C(=O)OCC2=CC=C(C=C2)[N+](=O)[O-])C([C@@H]1[C@@H](C)O)=O)C)C (4-nitrobenzyl(1S,5R,6S)-2-(7-formyl-5-methylimidazo[5,1-b]thiazol-2-yl)-6-((1R)-1-hydroxyethyl)-1-methyl-1-carbapen-2-em-3-carboxylate). Isolated yield 32.0%. As a reaction SMILES: [OH:1][C@@H:2]([C@H:4]1[C:35](=[O:36])[N:6]2[C:7]([C:22]([O:24][CH2:25][C:26]3[CH:31]=[CH:30][C:29]([N+:32]([O-:34])=[O:33])=[CH:28][CH:27]=3)=[O:23])=[C:8]([C:11]3[S:15][C:14]4=[C:16]([CH2:20][OH:21])[N:17]=[C:18]([CH3:19])[N:13]4[CH:12]=3)[C@H:9]([CH3:10])[C@H:5]12)[CH3:3]>ClCCl.[O-2].[O-2].[Mn+4]>[CH:20]([C:16]1[N:17]=[C:18]([CH3:19])[N:13]2[CH:12]=[C:11]([C:8]3[C@H:9]([CH3:10])[C@@H:5]4[C@@H:4]([C@H:2]([OH:1])[CH3:3])[C:35](=[O:36])[N:6]4[C:7]=3[C:22]([O:24][CH2:25][C:26]3[CH:27]=[CH:28][C:29]([N+:32]([O-:34])=[O:33])=[CH:30][CH:31]=3)=[O:23])[S:15][C:14]=12)=[O:21] |f:2.3.4|. Procedure: 4-Nitrobenzyl(1S,5R,6S)-6-((1R)-1-hydroxyethyl)-2-(7-hydroxymethyl-5-methylimidazo-[5,1-b]thiazol-2-yl)-1-methyl-1-carbapen-2-em-3-carboxylate (279 mg) was dissolved in 30 ml of dichloromethane. Manganese dioxide (500 mg) was added to the solution. The mixture was stirred at room temperature for 14 hr. The reaction solution was filtered. The filtrate was concentrated under the reduced pressure. The residue was purified by column chromatography on silica gel to give 89 mg of 4-nitrobenzyl(1S,5R,6... The reactants are CCOC(=O)C(C)OP(=O)(CC(C)=CCc1c(OC)c(C)c2c(c1OCC[Si](C)(C)C)C(=O)OC2)Oc1ccccc1, ClCCl, O=C(O)C(F)(F)F. Yields the product CCOC(=O)C(C)OP(=O)(CC(C)=CCc1c(O)c2c(c(C)c1OC)COC2=O)Oc1ccccc1. Reaction SMILES: [CH2:1]([CH3:2])[O:3][C:4]([CH:5]([CH3:6])[O:7][P:8](=[O:9])([O:10][c:11]1[cH:12][cH:13][cH:14][cH:15][cH:16]1)[CH2:17][C:18](=[CH:19][CH2:20][c:21]1[c:22]([O:34][CH2:35][CH2:36][Si:37]([CH3:38])([CH3:39])[CH3:40])[c:23]2[c:27]([c:28]([CH3:32])[c:29]1[O:30][CH3:31])[CH2:26][O:25][C:24]2=[O:33])[CH3:41])=[O:42].[Cl:50][CH2:51][Cl:52].[F:43][C:44]([F:45])([F:46])[C:47]([OH:48])=[O:49]>>[CH2:1]([CH3:2])[O:3][C:4]([CH:5]([CH3:6])[O:7][P:8](=[O:9])([O:10][c:11]1[cH:12][cH:13][cH:14][cH:15][cH:16]1)[CH2:17][C:18](=[CH:19][CH2:20][c:21]1[c:22]([OH:34])[c:23]2[c:27]([c:28]([CH3:32])[c:29]1[O:30][CH3:31])[CH2:26][O:25][C:24]2=[O:33])[CH3:41])=[O:42]. Starting materials: NC1=NC(=CC(=N1)Cl)CCl (2-amino-4-chloro-6-chloromethylpyrimidine), CC(C)([O-])C.[K+] (potassium t-butoxide), C(CCC)O (n-butanol). Reaction conditions: temperature 50 celsius. Yields the product NC1=NC(=CC(=N1)OCCCC)CCl (2-amino-4-n-butoxy-6-chloromethylpyrmidine). As a reaction SMILES: [NH2:1][C:2]1[N:7]=[C:6](Cl)[CH:5]=[C:4]([CH2:9][Cl:10])[N:3]=1.CC(C)([O-])C.[K+].[CH2:17]([OH:21])[CH2:18][CH2:19][CH3:20]>>[NH2:1][C:2]1[N:7]=[C:6]([O:21][CH2:17][CH2:18][CH2:19][CH3:20])[CH:5]=[C:4]([CH2:9][Cl:10])[N:3]=1 |f:1.2|. Procedure details: 3,56 Parts of 2-amino-4-chloro-6-chloromethylpyrimidine and 2.24 parts of potassium t-butoxide were dissolved in 60 parts of n-butanol at room temperature then the solution was heated at 50° C. for 2 hours, with stirring. After this time, the solution was cooled and evaporated in vacuo. The residue was partitioned between ethyl acetate and water and the organic phase was separated and washed three times with water then dried (MgSO4). Evaporation of the solvent gave the crude product which was pu...